Dataset: the Open Reaction Database (ORD), a public repository of structured organic reaction records. Task: describe an organic reaction: reactants, conditions, products, and yield Reactants: Cl.FC1(CNCC1(F)F)F (3,3,4,4-tetrafluoropyrrolidine hydrochloride), CN(C)C(=[N+](C)C)ON1C2=C(C=CC=C2)N=N1.[B-](F)(F)(F)F (TBTU), CCN(C(C)C)C(C)C (DIEA), C1(CC1)COC1=C(C=CC(=N1)C(=O)O)N1CC(C1)(F)F (6-cyclopropylmethoxy-5-(3,3-difluoro-azetidin-1-yl)-pyridine-2-carboxylic acid). Product: C1(CC1)COC1=C(C=CC(=N1)C(=O)N1CC(C(C1)(F)F)(F)F)N1CC(C1)(F)F ([6-Cyclopropylmethoxy-5-(3,3-difluoro-azetidin-1-yl)-pyridin-2-yl]-(3,3,4,4-tetrafluoro-pyrrolidin-1-yl)-methanone). As a reaction SMILES: [CH:1]1([CH2:4][O:5][C:6]2[N:11]=[C:10]([C:12]([OH:14])=O)[CH:9]=[CH:8][C:7]=2[N:15]2[CH2:18][C:17]([F:20])([F:19])[CH2:16]2)[CH2:3][CH2:2]1.Cl.[F:22][C:23]1([F:30])[C:27]([F:29])([F:28])[CH2:26][NH:25][CH2:24]1.CN(C(ON1N=NC2C=CC=CC1=2)=[N+](C)C)C.[B-](F)(F)(F)F.CCN(C(C)C)C(C)C>>[CH:1]1([CH2:4][O:5][C:6]2[N:11]=[C:10]([C:12]([N:25]3[CH2:26][C:27]([F:29])([F:28])[C:23]([F:30])([F:22])[CH2:24]3)=[O:14])[CH:9]=[CH:8][C:7]=2[N:15]2[CH2:18][C:17]([F:20])([F:19])[CH2:16]2)[CH2:2][CH2:3]1 |f:1.2,3.4|. Reported procedure: In analogy to the procedure described in Example 47 b), 6-cyclopropylmethoxy-5-(3,3-difluoro-azetidin-1-yl)-pyridine-2-carboxylic acid (Example 1 b)) was reacted with 3,3,4,4-tetrafluoropyrrolidine hydrochloride (1810-13-5) in the presence of TBTU and DIEA to obtain the title compound as colorless oil; MS (EI): m/e=410.5 [MH+].